From a dataset of the Open Reaction Database (ORD), a public repository of structured organic reaction records. describe an organic reaction: reactants, conditions, products, and yield Reactants: CC(C)(C)c1ccc(S(=O)(=O)N2CCCC2C(=O)O)cc1, COCCc1nc2c(N)nc3ccccc3c2n1CCCCN. Yields the product COCCc1nc2c(N)nc3ccccc3c2n1CCCCNC(=O)C1CCCN1S(=O)(=O)c1ccc(C(C)(C)C)cc1. RXN SMILES: [C:24]([CH3:25])([CH3:26])([CH3:27])[c:28]1[cH:29][cH:30][c:31]([S:34](=[O:35])(=[O:36])[N:37]2[CH:38]([C:39](=[O:40])[OH:41])[CH2:42][CH2:43][CH2:44]2)[cH:32][cH:33]1.[NH2:1][CH2:2][CH2:3][CH2:4][CH2:5][n:6]1[c:7]([CH2:20][CH2:21][O:22][CH3:23])[n:8][c:9]2[c:10]([NH2:19])[n:11][c:12]3[cH:13][cH:14][cH:15][cH:16][c:17]3[c:18]12>>[NH:1]([CH2:2][CH2:3][CH2:4][CH2:5][n:6]1[c:7]([CH2:20][CH2:21][O:22][CH3:23])[n:8][c:9]2[c:10]([NH2:19])[n:11][c:12]3[cH:13][cH:14][cH:15][cH:16][c:17]3[c:18]12)[C:39]([CH:38]1[N:37]([S:34]([c:31]2[cH:30][cH:29][c:28]([C:24]([CH3:25])([CH3:26])[CH3:27])[cH:33][cH:32]2)(=[O:35])=[O:36])[CH2:44][CH2:43][CH2:42]1)=[O:40]. Reactants: C(O)([O-])=O.[Na+] (sodium hydrogen carbonate), COC=1C=C2C(=CC=NC2=CC1OC)OC1=CC=C(C=C1)N (6,7-Dimethoxy-4-(4-aminophenoxy)quinoline), N1=C(C=CC=C1)CN (2-Pyridylmethylamine), ClC(Cl)(OC(OC(Cl)(Cl)Cl)=O)Cl (triphosgene). Run in C1(=CC=CC=C1)C (toluene), C(C)N(CC)CC (triethylamine). Product: COC=1C=C2C(=CC=NC2=CC1OC)OC1=CC=C(C=C1)NC(=O)NCC1=NC=CC=C1 (N-(4-[(6,7-Dimethoxy-4-quinolyl)oxy]phenyl)-N'-(2-pyridylmethyl)urea). Yield: 100.0%. RXN SMILES: [CH3:1][O:2][C:3]1[CH:4]=[C:5]2[C:10](=[CH:11][C:12]=1[O:13][CH3:14])[N:9]=[CH:8][CH:7]=[C:6]2[O:15][C:16]1[CH:21]=[CH:20][C:19]([NH2:22])=[CH:18][CH:17]=1.ClC(Cl)(O[C:27](=[O:33])OC(Cl)(Cl)Cl)Cl.[N:35]1[CH:40]=[CH:39][CH:38]=[CH:37][C:36]=1[CH2:41][NH2:42].C(=O)([O-])O.[Na+]>C1(C)C=CC=CC=1.C(N(CC)CC)C>[CH3:1][O:2][C:3]1[CH:4]=[C:5]2[C:10](=[CH:11][C:12]=1[O:13][CH3:14])[N:9]=[CH:8][CH:7]=[C:6]2[O:15][C:16]1[CH:17]=[CH:18][C:19]([NH:22][C:27]([NH:42][CH2:41][C:36]2[CH:37]=[CH:38][CH:39]=[CH:40][N:35]=2)=[O:33])=[CH:20][CH:21]=1 |f:3.4|. Procedure details: 6,7-Dimethoxy-4-(4-aminophenoxy)quinoline (52 mg) was dissolved in toluene (5 ml) with heat, after the addition of triethylamine (1 ml), triphosgene (54 mg) was added, and the admixture was refluxed with heat for 2 minutes. 2-Pyridylmethylamine (0.05 ml) was added to the reaction mixture, and the admixture was refluxed with heat for 12 minutes. After the addition of aqueous sodium hydrogen carbonate, the reaction mixture was extracted 2 times with ethyl acetate, and the organic layer was then wa... The reactants are ClC1=CC(=C(/C=C/C(=O)OC)C=C1)NS(=O)(=O)C1=CC=CC=C1 (methyl trans-4-chloro-2-(phenylsulfonylamino)cinnamate), C1(CC1)C(=O)CBr (bromomethyl cyclopropyl ketone). The product is COC(CC1=C(NC2=CC(=CC=C12)Cl)C(=O)C1CC1)=O (Methyl[6-chloro-2-cyclopropanecarbonyl-1H-indol-3-yl]acetate). Reaction SMILES: [Cl:1][C:2]1[CH:13]=[CH:12][C:5](/[CH:6]=[CH:7]/[C:8]([O:10][CH3:11])=[O:9])=[C:4]([NH:14]S(C2C=CC=CC=2)(=O)=O)[CH:3]=1.[CH:24]1([C:27]([CH2:29]Br)=[O:28])[CH2:26][CH2:25]1>>[CH3:11][O:10][C:8](=[O:9])[CH2:7][C:6]1[C:5]2[C:4](=[CH:3][C:2]([Cl:1])=[CH:13][CH:12]=2)[NH:14][C:29]=1[C:27]([CH:24]1[CH2:26][CH2:25]1)=[O:28]. Reported procedure: The title compound was prepared according to the procedure described in Example 57 from methyl trans-4-chloro-2-(phenylsulfonylamino)cinnamate (step 1 of Example 8, Method A) and bromomethyl cyclopropyl ketone*. RXN SMILES: [C:39]([BH3-:40])#[N:41].[CH3:43][C:44](=[O:45])[OH:46].[CH:1]1([CH2:4][n:5]2[n:6][c:7]3[c:8]([CH:15]([CH3:16])[O:17][CH2:18][C:19]4([c:32]5[cH:33][cH:34][c:35]([F:38])[cH:36][cH:37]5)[CH2:20][CH2:21][N:22]([C:25]([O:26][C:27]([CH3:28])([CH3:29])[CH3:30])=[O:31])[CH2:23][CH2:24]4)[cH:9][c:10]([CH3:14])[cH:11][c:12]3[cH:13]2)[CH2:2][CH2:3]1.[Na+:42].[OH:47][C:48]([C:49]([F:50])([F:51])[F:52])=[O:53]>>[CH:1]1([CH2:4][n:5]2[n:6][c:7]3[c:8]([CH:15]([CH3:16])[O:17][CH2:18][C:19]4([c:32]5[cH:33][cH:34][c:35]([F:38])[cH:36][cH:37]5)[CH2:20][CH2:21][N:22]([CH3:25])[CH2:23][CH2:24]4)[cH:9][c:10]([CH3:14])[cH:11][c:12]3[cH:13]2)[CH2:2][CH2:3]1. The reactants are [BH3-]C#N, CC(=O)O, Cc1cc(C(C)OCC2(c3ccc(F)cc3)CCN(C(=O)OC(C)(C)C)CC2)c2nn(CC3CC3)cc2c1, [Na+], O=C(O)C(F)(F)F. Product: Cc1cc(C(C)OCC2(c3ccc(F)cc3)CCN(C)CC2)c2nn(CC3CC3)cc2c1. Procedure: Cyclopentyl(5,7-difluoro-3-methyl-1-benzofuran-2-yl)methanone (1.24 g) synthesized above was dissolved in methanol (4 mL)-tetrahydrofuran (20 mL), and sodium tetrahydroborate (90%)(355 mg) was added to the solution at 0° C. The reaction mixture was stirred at 0° C. for 2 hr. Water was added to the reaction mixture, and the mixture was extracted with ethyl acetate. The organic layer was washed with saturated brine, and dried over anhydrous magnesium sulfate. After filtration, the filtrate was con... The reactants are C1(CCCC1)C(=O)C=1OC2=C(C1C)C=C(C=C2F)F (Cyclopentyl(5,7-difluoro-3-methyl-1-benzofuran-2-yl)methanone), O (Water), [BH4-].[Na+] (sodium tetrahydroborate). Yields the product C1(CCCC1)C(O)C=1OC2=C(C1C)C=C(C=C2F)F (cyclopentyl(5,7-difluoro-3-methyl-1-benzofuran-2-yl)methanol). Reaction conditions: temperature 0 celsius, time 2 hour. The solvent is CO (methanol), O1CCCC1 (tetrahydrofuran). RXN SMILES: [CH:1]1([C:6]([C:8]2[O:9][C:10]3[C:17]([F:18])=[CH:16][C:15]([F:19])=[CH:14][C:11]=3[C:12]=2[CH3:13])=[O:7])[CH2:5][CH2:4][CH2:3][CH2:2]1.[BH4-].[Na+].O>CO.O1CCCC1>[CH:1]1([CH:6]([C:8]2[O:9][C:10]3[C:17]([F:18])=[CH:16][C:15]([F:19])=[CH:14][C:11]=3[C:12]=2[CH3:13])[OH:7])[CH2:5][CH2:4][CH2:3][CH2:2]1 |f:1.2|. Yield: 94.4%. Reactants: ClCCl, O=C(O)C(F)(F)F, CC(C)(C)OC(=O)N1CC(Nc2nc(-c3ccc(NC(=O)Nc4ccc(F)cc4)cc3)nc(N3CCOCC3)n2)C1. The product is O=C(Nc1ccc(F)cc1)Nc1ccc(-c2nc(NC3CNC3)nc(N3CCOCC3)n2)cc1. As a reaction SMILES: [Cl:49][CH2:50][Cl:51].[F:42][C:43]([F:44])([F:45])[C:46]([OH:47])=[O:48].[O:1]1[CH2:2][CH2:3][N:4]([c:7]2[n:8][c:9]([NH:30][CH:31]3[CH2:32][N:33]([C:35]([O:36][C:37]([CH3:38])([CH3:39])[CH3:40])=[O:41])[CH2:34]3)[n:10][c:11](-[c:13]3[cH:14][cH:15][c:16]([NH:19][C:20]([NH:21][c:22]4[cH:23][cH:24][c:25]([F:28])[cH:26][cH:27]4)=[O:29])[cH:17][cH:18]3)[n:12]2)[CH2:5][CH2:6]1>>[O:1]1[CH2:2][CH2:3][N:4]([c:7]2[n:8][c:9]([NH:30][CH:31]3[CH2:32][NH:33][CH2:34]3)[n:10][c:11](-[c:13]3[cH:14][cH:15][c:16]([NH:19][C:20]([NH:21][c:22]4[cH:23][cH:24][c:25]([F:28])[cH:26][cH:27]4)=[O:29])[cH:17][cH:18]3)[n:12]2)[CH2:5][CH2:6]1. Starting materials: CN(C)C=O, CCCCCC, O=S(Cl)Cl, O=C(O)C(c1ccc2c(c1)CCO2)S(=O)(=O)O. Product: O=C(Cl)C(c1ccc2c(c1)CCO2)S(=O)(=O)O. As a reaction SMILES: [CH3:22][N:23]([CH3:24])[CH:25]=[O:26].[CH3:27][CH2:28][CH2:29][CH2:30][CH2:31][CH3:32].[S:18]([Cl:19])([Cl:20])=[O:21].[S:1](=[O:2])(=[O:3])([OH:4])[CH:5]([C:6](=[O:7])[OH:8])[c:9]1[cH:10][cH:11][c:12]2[c:13]([cH:17]1)[CH2:14][CH2:15][O:16]2>>[S:1](=[O:2])(=[O:3])([OH:4])[CH:5]([C:6](=[O:7])[Cl:20])[c:9]1[cH:10][cH:11][c:12]2[c:13]([cH:17]1)[CH2:14][CH2:15][O:16]2. Reactants: C(C)(=O)O[C@@H]1CC2[C@@H](C[C@H]3[C@@H]4CC[C@H]([C@@H](CCCC(C)C)C)[C@]4(CC[C@@H]3[C@]2(C[C@H]1F)C)C)O (3β-Acetoxy-2α-fluoro-6β-hydroxycholestane), P(=O)(Cl)(Cl)Cl (phosphorusoxychloride), C(C)(=O)OCC (ethyl acetate). Run in N1=CC=CC=C1 (pyridine). Run at time 2 hour. Product: C(C)(=O)O[C@@H]1CC2=CC[C@H]3[C@@H]4CC[C@H]([C@@H](CCCC(C)C)C)[C@]4(CC[C@@H]3[C@]2(C[C@H]1F)C)C (3β-Acetoxy-2α-fluorocholest-5-ene). Isolated yield 101.8%. RXN SMILES: [C:1]([O:4][C@H:5]1[C@H:29]([F:30])[CH2:28][C@@:27]2([CH3:31])[CH:7]([C@H:8](O)[CH2:9][C@@H:10]3[C@@H:26]2[CH2:25][CH2:24][C@@:23]2([CH3:32])[C@H:11]3[CH2:12][CH2:13][C@@H:14]2[C@H:15]([CH3:22])[CH2:16][CH2:17][CH2:18][CH:19]([CH3:21])[CH3:20])[CH2:6]1)(=[O:3])[CH3:2].P(Cl)(Cl)(Cl)=O.C(OCC)(=O)C>N1C=CC=CC=1>[C:1]([O:4][C@H:5]1[C@H:29]([F:30])[CH2:28][C@@:27]2([CH3:31])[C:7](=[CH:8][CH2:9][C@@H:10]3[C@@H:26]2[CH2:25][CH2:24][C@@:23]2([CH3:32])[C@H:11]3[CH2:12][CH2:13][C@@H:14]2[C@H:15]([CH3:22])[CH2:16][CH2:17][CH2:18][CH:19]([CH3:21])[CH3:20])[CH2:6]1)(=[O:3])[CH3:2]. Procedure details: To the solution of the acetate (7) (92 mg, 0.198 mmol) in pyridine (2 ml) was added dropwise phosphorusoxychloride (0.06 ml) at 0° and the mixture was stirred at room temperature for 2 hr. To the reaction mixture were added ice and ethyl acetate. The organic phase was washed with 2N-HCl, saturated NaHCO3 and brine, and dried over MgSO4. The residue obtained upon evaporation of the solvent was purified by column chromatography on silica gel (5 g). Elution with benzene-ethyl acetate (20:1) gave th... The product is CC1=C(C)C(C)C(c2cccc3cccnc23)=C1[Si](C)(C)C. Starting materials: CC1=C(C)C(C)=C(c2cccc3cccnc23)C1, C[Si](C)(C)Cl, [KH], C1CCOC1. As a reaction SMILES: [CH3:1][C:2]1=[C:3]([c:9]2[cH:10][cH:11][cH:12][c:13]3[cH:14][cH:15][cH:16][n:17][c:18]23)[CH2:4][C:5]([CH3:8])=[C:6]1[CH3:7].[CH3:20][Si:21]([CH3:22])([CH3:23])[Cl:24].[KH:19].[O:25]1[CH2:26][CH2:27][CH2:28][CH2:29]1>>[CH3:1][CH:2]1[C:3]([c:9]2[cH:10][cH:11][cH:12][c:13]3[cH:14][cH:15][cH:16][n:17][c:18]23)=[C:4]([Si:21]([CH3:20])([CH3:22])[CH3:23])[C:5]([CH3:8])=[C:6]1[CH3:7].